From a dataset of the Open Reaction Database (ORD), a public repository of structured organic reaction records. describe an organic reaction: reactants, conditions, products, and yield Reactants: [H-].[Al+3].[Li+].[H-].[H-].[H-] (lithium aluminum hydride), O (water), C(C)OCC=1N(C2=C(C(=NC=3C=C(C=CC23)C(=O)N(C)OC)NC(C2=CC=CC=C2)(C2=CC=CC=C2)C2=CC=CC=C2)N1)CC(C)(C)O (2-(ethoxymethyl)-1-(2-hydroxy-2-methylpropyl)-N-methoxy-N-methyl-4-(tritylamino)-1H-imidazo[4,5-c]quinoline-7-carboxamide), [Cl-].[NH4+] (ammonium chloride). The solvent is C1CCOC1 (THF), C(C)(=O)OCC (ethyl acetate), C1CCOC1 (THF). Conditions: temperature 0 celsius, time 1 hour. The product is C(C)OCC=1N(C2=C(C(=NC=3C=C(C=CC23)C=O)NC(C2=CC=CC=C2)(C2=CC=CC=C2)C2=CC=CC=C2)N1)CC(C)(C)O (2-(Ethoxymethyl)-1-(2-hydroxy-2-methylpropyl)-4-(tritylamino)-1H-imidazo[4,5-c]quinoline-7-carbaldehyde). Yield: 103.7%. RXN SMILES: [CH2:1]([O:3][CH2:4][C:5]1[N:6]([CH2:44][C:45]([OH:48])([CH3:47])[CH3:46])[C:7]2[C:16]3[CH:15]=[CH:14][C:13]([C:17](N(OC)C)=[O:18])=[CH:12][C:11]=3[N:10]=[C:9]([NH:23][C:24]([C:37]3[CH:42]=[CH:41][CH:40]=[CH:39][CH:38]=3)([C:31]3[CH:36]=[CH:35][CH:34]=[CH:33][CH:32]=3)[C:25]3[CH:30]=[CH:29][CH:28]=[CH:27][CH:26]=3)[C:8]=2[N:43]=1)[CH3:2].[H-].[Al+3].[Li+].[H-].[H-].[H-].[Cl-].[NH4+].O>C1COCC1.C(OCC)(=O)C>[CH2:1]([O:3][CH2:4][C:5]1[N:6]([CH2:44][C:45]([OH:48])([CH3:47])[CH3:46])[C:7]2[C:16]3[CH:15]=[CH:14][C:13]([CH:17]=[O:18])=[CH:12][C:11]=3[N:10]=[C:9]([NH:23][C:24]([C:25]3[CH:26]=[CH:27][CH:28]=[CH:29][CH:30]=3)([C:31]3[CH:32]=[CH:33][CH:34]=[CH:35][CH:36]=3)[C:37]3[CH:42]=[CH:41][CH:40]=[CH:39][CH:38]=3)[C:8]=2[N:43]=1)[CH3:2] |f:1.2.3.4.5.6,7.8|. Procedure: To a solution of 2-(ethoxymethyl)-1-(2-hydroxy-2-methylpropyl)-N-methoxy-N-methyl-4-(tritylamino)-1H-imidazo[4,5-c]quinoline-7-carboxamide (520 mg, 808 μmol) in THF (7 mL) in an inert atmosphere was added with stirring at 0° C. a solution of lithium aluminum hydride in THF (1 M, 404 μl, 404 μmol). The mixture was stirred 1 h at 0° C., saturated ammonium chloride solution (10 mL) was added slowly and finally water (20 mL) and ethyl acetate (30 mL) were added. The phases were separated, the water ... The reactants are CC1=CC(=C(C(=C1O)OC)OC)O (2,3-dimethoxy-5-methyl-1,4-benzohydroquinone), C=O (formaldehyde), N1CCOCC1 (morpholine). Solvent: O1CCOCC1 (dioxane). The product is COC1=C(O)C(=C(C(=C1OC)O)C)CN1CCOCC1 (2,3-dimethoxy-5-methyl-6-morpholinomethylhydroquinone). Reaction SMILES: [CH3:1][C:2]1[C:7]([OH:8])=[C:6]([O:9][CH3:10])[C:5]([O:11][CH3:12])=[C:4]([OH:13])[CH:3]=1.[CH2:14]=O.[NH:16]1[CH2:21][CH2:20][O:19][CH2:18][CH2:17]1>O1CCOCC1>[CH3:12][O:11][C:5]1[C:6]([O:9][CH3:10])=[C:7]([OH:8])[C:2]([CH3:1])=[C:3]([CH2:14][N:16]2[CH2:21][CH2:20][O:19][CH2:18][CH2:17]2)[C:4]=1[OH:13]. Reported procedure: A solution of 2,3-dimethoxy-5-methyl-1,4-benzohydroquinone (2.2 g), 37% formaldehyde (2.4 ml) and morpholine (2.4 ml) in dioxane (11 ml) was refluxed at 100° C. for 2 hours. The reaction mixture was evaporated to dryness and the residue was suspended in water. The suspension was extracted with chloroform and the extract was treated in a conventional manner. The residue was recrystallized from ether-hexane to give 2,3-dimethoxy-5-methyl-6-morpholinomethylhydroquinone (2.23 g), melting at 127°-130... Reactants: ( a ), OC1CCN(CC1)CCCOC1=C(C=CC=C1)[N+](=O)[O-] (4-hydroxy-1-[3-(2-nitrophenoxy)propyl]piperidine), S1C=C(C=C1)C(C1=CSC=C1)Cl (di(3-thienyl)methyl chloride), OC1CCN(CC1)C(CCOC1=C(C=CC=C1)[N+](=O)[O-])C (4-hydroxy-1-[1-methyl-3-(2-nitrophenoxy)propyl]piperidine). The product is S1C=C(C=C1)C(OC1CCN(CC1)C(CCOC1=C(C=CC=C1)[N+](=O)[O-])C)C1=CSC=C1 (4-di(3-thienyl)methoxy-1-[1-methyl-3-(2-nitrophenoxy)propyl]piperidine). Reaction SMILES: [S:1]1[CH:5]=[CH:4][C:3]([CH:6](Cl)[C:7]2[CH:11]=[CH:10][S:9][CH:8]=2)=[CH:2]1.[OH:13][CH:14]1[CH2:19][CH2:18][N:17]([CH:20]([CH3:33])[CH2:21][CH2:22][O:23][C:24]2[CH:29]=[CH:28][CH:27]=[CH:26][C:25]=2[N+:30]([O-:32])=[O:31])[CH2:16][CH2:15]1.OC1CCN(CCCOC2C=CC=CC=2[N+]([O-])=O)CC1>>[S:1]1[CH:5]=[CH:4][C:3]([CH:6]([C:7]2[CH:11]=[CH:10][S:9][CH:8]=2)[O:13][CH:14]2[CH2:15][CH2:16][N:17]([CH:20]([CH3:33])[CH2:21][CH2:22][O:23][C:24]3[CH:29]=[CH:28][CH:27]=[CH:26][C:25]=3[N+:30]([O-:32])=[O:31])[CH2:18][CH2:19]2)=[CH:2]1. Procedure: The procedure of Example 36 (a) was repeated except for using di(3-thienyl)methyl chloride and 4-hydroxy-1-[1-methyl-3-(2-nitrophenoxy)propyl]piperidine instead of phenyl-2-thienylmethyl chloride and 4-hydroxy-1-[3-(2-nitrophenoxy)propyl]piperidine to give oily 4-di(3-thienyl)methoxy-1-[1-methyl-3-(2-nitrophenoxy)propyl]piperidine The reactants are COc1ccc(-c2cc(CCC=O)nn2C(C)(C)C)cc1, CCN(C(C)C)C(C)C, Fc1ccc(C(c2ccc(F)cc2)N2CCNCC2)cc1. Product: COc1ccc(-c2cc(CCCN3CCN(C(c4ccc(F)cc4)c4ccc(F)cc4)CC3)nn2C(C)(C)C)cc1. RXN SMILES: [C:1]([CH3:2])([CH3:3])([CH3:4])[n:5]1[n:6][c:7]([CH2:18][CH2:19][CH:20]=[O:21])[cH:8][c:9]1-[c:10]1[cH:11][cH:12][c:13]([O:16][CH3:17])[cH:14][cH:15]1.[CH:43]([N:44]([CH2:45][CH3:46])[CH:47]([CH3:48])[CH3:49])([CH3:50])[CH3:51].[F:22][c:23]1[cH:24][cH:25][c:26]([CH:29]([N:30]2[CH2:31][CH2:32][NH:33][CH2:34][CH2:35]2)[c:36]2[cH:37][cH:38][c:39]([F:42])[cH:40][cH:41]2)[cH:27][cH:28]1>>[C:1]([CH3:2])([CH3:3])([CH3:4])[n:5]1[n:6][c:7]([CH2:18][CH2:19][CH2:20][N:33]2[CH2:32][CH2:31][N:30]([CH:29]([c:26]3[cH:25][cH:24][c:23]([F:22])[cH:28][cH:27]3)[c:36]3[cH:37][cH:38][c:39]([F:42])[cH:40][cH:41]3)[CH2:35][CH2:34]2)[cH:8][c:9]1-[c:10]1[cH:11][cH:12][c:13]([O:16][CH3:17])[cH:14][cH:15]1. Reactants: COC1=C(C(NC=C1)=O)C#N (4-methoxy-2-oxo-1,2-dihydropyridine-3-carbonitrile), IN1C(CCC1=O)=O (N-iodosuccinimide). Solvent: CN(C=O)C (N,N-dimethylformamide). Conditions: temperature 70 celsius, time 16 hour. The product is IC=1C(=C(C(NC1)=O)C#N)OC (5-iodo-4-methoxy-2-oxo-1,2-dihydropyridine-3-carbonitrile). Yield: 83.4%. Reaction SMILES: [CH3:1][O:2][C:3]1[CH:8]=[CH:7][NH:6][C:5](=[O:9])[C:4]=1[C:10]#[N:11].[I:12]N1C(=O)CCC1=O>CN(C)C=O>[I:12][C:8]1[C:3]([O:2][CH3:1])=[C:4]([C:10]#[N:11])[C:5](=[O:9])[NH:6][CH:7]=1. Procedure details: To a mixture of 4-methoxy-2-oxo-1,2-dihydropyridine-3-carbonitrile (3.00 g) and N,N-dimethylformamide (70 mL) was added N-iodosuccinimide (5.84 g) at room temperature, and the mixture was stirred at 70° C. for 16 hr. The reaction mixture was cooled to room temperature, and the solvent was evaporated under reduced pressure. To the residue was added methanol, and the precipitate was collected by filtration to give the title compound (4.60 g). Reactants: S1CN[C@@H](C1)C(=O)O ((R)-(-)-thiazolidine-4-carboxylic acid), [OH-].[Na+] (sodium hydroxide), C(C1=CC=CC=C1)OC(=O)Cl (benzyloxycarbonyl chloride), [OH-].[Na+] (sodium hydroxide). Reaction conditions: time 30 minute. Product: C(C1=CC=CC=C1)OC(=O)N1CSC[C@H]1C(=O)O ((R)-(-)-3-benzyloxycarbonylthiazolidine-4-carboxylic acid). Isolated yield 77.5%. RXN SMILES: [S:1]1[CH2:5][C@@H:4]([C:6]([OH:8])=[O:7])[NH:3][CH2:2]1.[OH-].[Na+].[CH2:11]([O:18][C:19](Cl)=[O:20])[C:12]1[CH:17]=[CH:16][CH:15]=[CH:14][CH:13]=1>>[CH2:11]([O:18][C:19]([N:3]1[C@H:4]([C:6]([OH:8])=[O:7])[CH2:5][S:1][CH2:2]1)=[O:20])[C:12]1[CH:17]=[CH:16][CH:15]=[CH:14][CH:13]=1 |f:1.2|. Procedure: To a solution of 2.66 g of (R)-(-)-thiazolidine-4-carboxylic acid in 10 ml of a 2N-aqueous sodium hydroxide solution were added 4.1 g of benzyloxycarbonyl chloride and 15 ml of a 2N-aqueous sodium hydroxide solution with stirring under ice-cooling at the same time, and then the mixture was stirred for 2 hours at room temperature. The reaction mixture was washed with diethyl ether. The reaction mixture was then acidified by adding hydrochloric acid under ice-cooling. The mixture was allowed to st... Starting materials: N,N′-Carbonyldiimidazole, BrC1=NC=C(C(=O)O)C=C1 (6-bromonicotinic acid), CNC (Dimethylamine). Run in ClCCl (dichloromethane), CS(=O)C (dimethylsulfoxide). Reaction conditions: time 24 hour. The product is BrC1=NC=C(C(=O)N(C)C)C=C1 (6-Bromo-N,N-dimethyl-nicotinamide). Isolated yield 46.0%. RXN SMILES: [Br:1][C:2]1[CH:10]=[CH:9][C:5]([C:6](O)=[O:7])=[CH:4][N:3]=1.[CH3:11][NH:12][CH3:13]>CS(C)=O.ClCCl>[Br:1][C:2]1[CH:10]=[CH:9][C:5]([C:6]([N:12]([CH3:13])[CH3:11])=[O:7])=[CH:4][N:3]=1. Reported procedure: N,N′-Carbonyldiimidazole (1 g, 6.17 mmol) was added to a solution of 6-bromonicotinic acid (1 g, 4.95 mmol) in dimethylsulfoxide (4.16 mL) and the mixture was stirred for 24 hours. Dimethylamine (40% in water, 8.3 mL, 37 mmol) was then added and the mixture was stirred for a further 18 hours. The reaction mixture was then diluted with dichloromethane (20 mL) and washed with water (10 mL). The organic layer was dried over sodium sulphate and concentrated in vacuo. The residue was purified by colu... The reactants are [Br-], [Br-], C1CCOC1, CC(O)c1ccc(C2COc3ccccc3O2)cc1, O, c1ccc(P(c2ccccc2)c2ccccc2)cc1, c1c[nH]cn1. Product: CC(Br)c1ccc(C2COc3ccccc3O2)cc1. RXN SMILES: [Br-:20].[Br-:21].[CH2:46]1[O:47][CH2:48][CH2:49][CH2:50]1.[O:1]1[CH:2]([c:11]2[cH:12][cH:13][c:14]([CH:17]([CH3:18])[OH:19])[cH:15][cH:16]2)[CH2:3][O:4][c:5]2[c:6]1[cH:7][cH:8][cH:9][cH:10]2.[OH2:51].[c:22]1([P:23]([c:24]2[cH:25][cH:26][cH:27][cH:28][cH:29]2)[c:30]2[cH:31][cH:32][cH:33][cH:34][cH:35]2)[cH:36][cH:37][cH:38][cH:39][cH:40]1.[nH:41]1[cH:42][cH:43][n:44][cH:45]1>>[O:1]1[CH:2]([c:11]2[cH:12][cH:13][c:14]([CH:17]([CH3:18])[Br:20])[cH:15][cH:16]2)[CH2:3][O:4][c:5]2[c:6]1[cH:7][cH:8][cH:9][cH:10]2.